From a dataset of the Open Reaction Database (ORD), a public repository of structured organic reaction records. describe an organic reaction: reactants, conditions, products, and yield Reactants: S(=O)(=O)(OC)OC (dimethyl sulfate), CC1(NC(CC(C1)N1C(CCCCC1)=O)(C)C)C (N-(2,2,6,6-tetramethylpiperidin-4-yl)-epsilon-caprolactam), [OH-].[NH4+] (ammonium hydroxide). Solvent: C1(=CC=CC=C1)C (toluene), C1(=CC=CC=C1)C (toluene). Conditions: temperature 80 celsius. Product: CN1C(CC(CC1(C)C)N1C(CCCCC1)=O)(C)C (N-(1,2,2,6,6-Pentamethylpiperidin-4-yl)-epsilon-caprolactam). Reaction SMILES: [CH3:1][C:2]1([CH3:18])[CH2:7][CH:6]([N:8]2[CH2:14][CH2:13][CH2:12][CH2:11][CH2:10][C:9]2=[O:15])[CH2:5][C:4]([CH3:17])([CH3:16])[NH:3]1.S(OC)(O[CH3:23])(=O)=O.[OH-].[NH4+]>C1(C)C=CC=CC=1>[CH3:23][N:3]1[C:4]([CH3:17])([CH3:16])[CH2:5][CH:6]([N:8]2[CH2:14][CH2:13][CH2:12][CH2:11][CH2:10][C:9]2=[O:15])[CH2:7][C:2]1([CH3:18])[CH3:1] |f:2.3|. Procedure details: A solution of 63.0 g (0.25 mole) of N-(2,2,6,6-tetramethylpiperidin-4-yl)-epsilon-caprolactam, prepared in Example 1, in 150 ml of toluene is added to a flask fitted with a reflux condenser, stirrer and thermometer. To this solution is then added a second solution of 28.5 ml (0.30 mole) of dimethyl sulfate in 100 ml of toluene. The mixture is heated for one hour at 80° C. and then 50 ml of concentrated ammonium hydroxide is added. Reactants: BrC=1C=CC2=C(C=3N=C(SC3CCO2)N2N=CN=C2C(C)C)C1 (9-bromo-2-(5-isopropyl-[1,2,4]triazol-1-yl)-4,5-dihydro-6-oxa-3-thia-1-aza-benzo[e]azulene), CC1(OB(OC1(C)C)C=1C=NNC1)C (4-(4,4,5,5-tetramethyl-[1,3,2]dioxaborolan-2-yl)-1H-pyrazole). Yields the product C(C)(C)C1=NC=NN1C=1SC=2CCOC3=C(C2N1)C=C(C=C3)C=3C=NNC3 (2-(5-Isopropyl-[1,2,4]triazol-1-yl)-9-(1H-pyrazol-4-yl)-4,5-dihydro-6-oxa-3-thia-1-aza-benzo[e]azulene). Reaction SMILES: Br[C:2]1[CH:3]=[CH:4][C:5]2[O:14][CH2:13][CH2:12][C:11]3[S:10][C:9]([N:15]4[C:19]([CH:20]([CH3:22])[CH3:21])=[N:18][CH:17]=[N:16]4)=[N:8][C:7]=3[C:6]=2[CH:23]=1.CC1(C)C(C)(C)OB([C:32]2[CH:33]=[N:34][NH:35][CH:36]=2)O1>>[CH:20]([C:19]1[N:15]([C:9]2[S:10][C:11]3[CH2:12][CH2:13][O:14][C:5]4[CH:4]=[CH:3][C:2]([C:32]5[CH:33]=[N:34][NH:35][CH:36]=5)=[CH:23][C:6]=4[C:7]=3[N:8]=2)[N:16]=[CH:17][N:18]=1)([CH3:22])[CH3:21]. Procedure: Following the procedure for 484, Step 4, 9-bromo-2-(5-isopropyl-[1,2,4]triazol-1-yl)-4,5-dihydro-6-oxa-3-thia-1-aza-benzo[e]azulene was reacted with 4-(4,4,5,5-tetramethyl-[1,3,2]dioxaborolan-2-yl)-1H-pyrazole to afford 489 as a white solid. LCMS (Method C): RT=10.17 min, [M+H]+=379. 1H NMR (DMSO-d6): 12.95 (1 H, bs), 8.42 (1 H, d, J=2.3 Hz), 8.18 (1 H, s), 8.07 (1 H, bs), 7.81 (1 H, bs), 7.51 (1 H, dd, J=8.3, 2.3 Hz), 7.06 (1 H, d, J=8.3 Hz), 4.36 (2 H, t, J=5.0 Hz), 4.12-4.04 (1 H, m), 3.38 (2... Reaction SMILES: [CH3:22][CH2:23][OH:24].[Cl:2][c:3]1[c:4]([N+:12]([O-:13])=[O:14])[cH:5][c:6]([F:11])[c:7]([F:10])[c:8]1[Cl:9].[ClH:1].[Fe:25].[OH2:21].[cH:15]1[cH:16][cH:17][cH:18][cH:19][cH:20]1>>[Cl:2][c:3]1[c:4]([NH2:12])[cH:5][c:6]([F:11])[c:7]([F:10])[c:8]1[Cl:9]. The product is Nc1cc(F)c(F)c(Cl)c1Cl. The reactants are CCO, O=[N+]([O-])c1cc(F)c(F)c(Cl)c1Cl, Cl, [Fe], O, c1ccccc1. Reactants: BrC=1C=CC(=C2C(=C(NC12)C(=O)[O-])CCCO)F (7-bromo-4-fluoro-3-(3-hydroxypropyl)-1H-indole-2-carboxylate), C1(=CC=CC2=CC=CC=C12)O (naphthalen-1-ol), C1(=CC=CC=C1)P(C1=CC=CC=C1)C1=CC=CC=C1 (triphenylphosphine), N(=NC(=O)OC(C)(C)C)C(=O)OC(C)(C)C (di-tert-butyl azodicarboxylate). Solvent: O1CCCC1 (tetrahydrofuran). Reaction conditions: time 1 hour. Yields the product BrC=1C=CC(=C2C(=C(NC12)C(=O)OCC)CCCOC1=CC=CC2=CC=CC=C12)F (ethyl 7-bromo-4-fluoro-3-(3-(naphthalen-1-yloxy)propyl)-1H-indole-2-carboxylate). RXN SMILES: [Br:1][C:2]1[CH:3]=[CH:4][C:5]([F:18])=[C:6]2[C:10]=1[NH:9][C:8]([C:11]([O-:13])=[O:12])=[C:7]2[CH2:14][CH2:15][CH2:16][OH:17].[C:19]1(O)[C:28]2[C:23](=[CH:24][CH:25]=[CH:26][CH:27]=2)[CH:22]=[CH:21][CH:20]=1.[C:30]1(P(C2C=CC=CC=2)C2C=CC=CC=2)C=CC=C[CH:31]=1.N(C(OC(C)(C)C)=O)=NC(OC(C)(C)C)=O>O1CCCC1>[Br:1][C:2]1[CH:3]=[CH:4][C:5]([F:18])=[C:6]2[C:10]=1[NH:9][C:8]([C:11]([O:13][CH2:30][CH3:31])=[O:12])=[C:7]2[CH2:14][CH2:15][CH2:16][O:17][C:19]1[C:28]2[C:23](=[CH:24][CH:25]=[CH:26][CH:27]=2)[CH:22]=[CH:21][CH:20]=1. Procedure: To a mixture of EXAMPLE 402C (1.03 g), naphthalen-1-ol (519 mg), and triphenylphosphine (905 mg) in tetrahydrofuran (15 ml) at −10° C. was added di-tert-butyl azodicarboxylate (794 mg) slowly. After one hour, the reaction was allowed to warm to room temperature. Stirring was continued for two hours at room temperature. The reaction mixture was concentrated. The concentrate was purified by column chromatography on silica gel with 0-4% ethyl acetate in hexanes. Starting materials: formula 36, C(C)OC(=O)C=1C(NC2=CC=NC=C2C1Cl)=O (4-chloro-2-oxo-1,2-dihydro-[1,6]-naphthyridine-3-carboxylic acid ethyl ester), formula 37, C(C)OC(=O)C=1C(NC2=CC=NC=C2C1Cl)=O (4-chloro-2-oxo-1,2-dihydro-[1,6]-naphthyridine-3-carboxylic acid ethyl ester), N1(CCNCC1)C(=O)C=1SC=CC1 (piperazine-1-yl-thiophene-2-yl-methanone). Product: C(C)OC(=O)C=1C(NC2=CC=NC=C2C1N1CCN(CC1)C(=O)C=1SC=CC1)=O (2-oxo-4-[4-(thiophene-2-carbonyl)-piperazin-1-yl]-1,2-dihydro-[1,6]-naphthyridin-3-carboxylic acid ethyl ester). RXN SMILES: [CH2:1]([O:3][C:4]([C:6]1[C:7](=[O:17])[NH:8][C:9]2[C:14]([C:15]=1Cl)=[CH:13][N:12]=[CH:11][CH:10]=2)=[O:5])[CH3:2].[N:18]1([C:24]([C:26]2[S:27][CH:28]=[CH:29][CH:30]=2)=[O:25])[CH2:23][CH2:22][NH:21][CH2:20][CH2:19]1>>[CH2:1]([O:3][C:4]([C:6]1[C:7](=[O:17])[NH:8][C:9]2[C:14]([C:15]=1[N:21]1[CH2:22][CH2:23][N:18]([C:24]([C:26]3[S:27][CH:28]=[CH:29][CH:30]=3)=[O:25])[CH2:19][CH2:20]1)=[CH:13][N:12]=[CH:11][CH:10]=2)=[O:5])[CH3:2]. Procedure: The starting materials for this synthesis was 4-aminopyridine which was protected by boc group and converted to 4-tert-butoxycarbonylamino-nicotinic acid, depicted as formula 35 in Scheme 15, by ortholithiation followed by quenching with dry ice. This intermediate was reacted with trichloromethyl chloroformate to yield 1H-pyrido[4,3-d][1,3]oxazine-2,4-dione, depicted by formula 36 in Scheme 15, which was then converted to 4-chloro-2-oxo-1,2-dihydro-[1,6]-naphthyridine-3-carboxylic acid ethyl est... Reactants: FC1=CC=C(C=C1)NC(=O)C1=NNC=C1N (4-amino-1H-pyrazole-3-carboxylic acid (4-fluoro-phenyl)-amide), ClC1=NC=CN=C1Cl (2,3-dichloropyrazine), ( 50W ). Product: FC1=CC=C(C=C1)NC(=O)C1=NNC=C1NC1=NC=CN=C1Cl (4-(3-Chloro-pyrazin-2-ylamino)-1H-pyrazole-3-carboxylic acid (4-fluoro-phenyl)-amide). Isolated yield 19.6%. Reaction SMILES: [F:1][C:2]1[CH:7]=[CH:6][C:5]([NH:8][C:9]([C:11]2[C:15]([NH2:16])=[CH:14][NH:13][N:12]=2)=[O:10])=[CH:4][CH:3]=1.[Cl:17][C:18]1[C:23](Cl)=[N:22][CH:21]=[CH:20][N:19]=1>>[F:1][C:2]1[CH:3]=[CH:4][C:5]([NH:8][C:9]([C:11]2[C:15]([NH:16][C:23]3[C:18]([Cl:17])=[N:19][CH:20]=[CH:21][N:22]=3)=[CH:14][NH:13][N:12]=2)=[O:10])=[CH:6][CH:7]=1. Procedure details: A mixture of 4-amino-1H-pyrazole-3-carboxylic acid (4-fluoro-phenyl)-amide (50 mg; 0.23 mmol) and 2,3-dichloropyrazine (140 mg; 0.92 mmol) was heated at 150° C. (50W) for 20 minutes in a CEM Discover™ microwave synthesiser. The crude reaction mixture was purified by flash column chromatography eluting with ethyl acetate/hexane (1:3 then 1:2). Product containing fractions were combined and evaporated to give 15 mg of the title compound as a white solid. (LC/MS: Rt 4.06 M+H]+ 332). Reactants: CO, O=C(O)C1CCC(O)CC1, O=S(=O)(O)O. Product: COC(=O)C1CCC(O)CC1. Reaction SMILES: [CH3:16][OH:17].[OH:6][CH:7]1[CH2:8][CH2:9][CH:10]([C:13](=[O:14])[OH:15])[CH2:11][CH2:12]1.[S:1](=[O:2])(=[O:3])([OH:4])[OH:5]>>[OH:6][CH:7]1[CH2:8][CH2:9][CH:10]([C:13](=[O:14])[O:15][CH3:16])[CH2:11][CH2:12]1. Reactants: [K+], Cc1c(Br)c(F)cc(N)c1C#N, O=[N+]([O-])[O-], O=S(=O)(O)O. Yields the product Cc1c(Br)c(F)c([N+](=O)[O-])c(N)c1C#N. Reaction SMILES: [K+:1].[NH2:6][c:7]1[cH:8][c:9]([F:17])[c:10]([Br:16])[c:11]([CH3:15])[c:12]1[C:13]#[N:14].[O-:2][N+:3]([O-:4])=[O:5].[S:18](=[O:19])(=[O:20])([OH:21])[OH:22]>>[O-:2][N+:3](=[O:5])[c:8]1[c:7]([NH2:6])[c:12]([C:13]#[N:14])[c:11]([CH3:15])[c:10]([Br:16])[c:9]1[F:17]. Starting materials: stannous chloride, C1=CC=C2C(=C1)C(=O)C(C2=O)(O)O (ninhydrin), CC1=C(C=C(C=C1[N+](=O)[O-])[N+](=O)[O-])[N+](=O)[O-] (TNT), [OH-].[Na+] (NaOH), ( A ). Solvent: Cl (HCl), C(C)(=O)OCC (ethyl acetate). The product is CC1=C(C=C(C=C1[N+](=O)[O-])NO)[N+](=O)[O-] (N-(4-Methyl-3,5,-dinitro-phenyl)-hydroxylamine). Yield: 38.1%. RXN SMILES: [CH3:1][C:2]1[C:7]([N+:8]([O-:10])=[O:9])=[CH:6][C:5]([N+:11]([O-])=[O:12])=[CH:4][C:3]=1[N+:14]([O-:16])=[O:15].C1C=C2C(C(O)(O)C(=O)C2=CC=1)=O.[OH-].[Na+]>C(OCC)(=O)C.Cl>[CH3:1][C:2]1[C:7]([N+:8]([O-:10])=[O:9])=[CH:6][C:5]([NH:11][OH:12])=[CH:4][C:3]=1[N+:14]([O-:16])=[O:15] |f:2.3|. Procedure: To a stirred solution of TNT (1.4 g, 6.16 mmol) in ethyl acetate (20 ml) was added a solution/suspension of stannous chloride (4.2 g, 22.22 mmol) in HCl (7.5 ml). An immediate yellow colour resulted. Stirring was continued until TLC (A) and ninhydrin development indicated the conversion of starting materials. The acidic solution was made basic by addition of NaOH solution (1M) and then extracted with saturated potassium chloride solution (4×10 ml). The organic layer was dried over sodiumsulphate...